This data is from the Open Reaction Database (ORD), a public repository of structured organic reaction records. The task is: describe an organic reaction: reactants, conditions, products, and yield Starting materials: FC(C1(OCC(O1)COS(=O)(=O)C1=CC=C(C)C=C1)C(F)(F)F)(F)F (2,2-bis(trifluoromethyl)-4-tosyloxymethyl-1,3-dioxolane), [N-]=[N+]=[N-].[Na+] (NaN3). Solvent: CN(C=O)C (dimethylformamide), C1=CC=CC=C1 (benzene). Run at time 3.5 hour. The product is FC(C1(OCC(O1)CN=[N+]=[N-])C(F)(F)F)(F)F (2,2-Bis(Trifluoromethyl)-4 -Azidomethyl-1,3-Dioxolane). As a reaction SMILES: [F:1][C:2]([F:25])([F:24])[C:3]1([C:20]([F:23])([F:22])[F:21])[O:7][CH:6]([CH2:8]OS(C2C=CC(C)=CC=2)(=O)=O)[CH2:5][O:4]1.[N-:26]=[N+:27]=[N-:28].[Na+]>CN(C)C=O.C1C=CC=CC=1>[F:1][C:2]([F:25])([F:24])[C:3]1([C:20]([F:23])([F:22])[F:21])[O:7][CH:6]([CH2:8][N:26]=[N+:27]=[N-:28])[CH2:5][O:4]1 |f:1.2|. Reported procedure: A sample of 14.00 grams of 2,2-bis(trifluoromethyl)-4-tosyloxymethyl-1,3-dioxolane (m.p. 58°-60° C.) is dissolved in 40 ml of dimethylformamide and 4.85 grams NaN3 is added. The mixture is stirred magnetically at 140°-149° C. for 3.5 hours. The product is diluted with benzene and filtered. The filtrate is washed thoroughly with water, vacuum-stripped and distilled. The product, 2,2-bis(trifluoromethyl)-4-azidomethyl-1,3-dioxolane, has a boiling point of 78° C./20 mm Hg and a refractive index of ... The reactants are BrC1=NC=CC(=C1)NC(C1=C(C=CC=C1Cl)Cl)=O (N-(2-bromopyridin-4-yl)-2,6-dichlorobenzamide), NC1=NC=CC(=N1)C (2-amino-4-methylpyrimidine), CC1(C2=C(C(=CC=C2)P(C3=CC=CC=C3)C4=CC=CC=C4)OC5=C(C=CC=C51)P(C6=CC=CC=C6)C7=CC=CC=C7)C (XantPhos), C(=O)([O-])[O-].[Cs+].[Cs+] (Cs2CO3). The reagents and catalysts are C=1C=CC(=CC1)/C=C/C(=O)/C=C/C2=CC=CC=C2.C=1C=CC(=CC1)/C=C/C(=O)/C=C/C2=CC=CC=C2.C=1C=CC(=CC1)/C=C/C(=O)/C=C/C2=CC=CC=C2.[Pd].[Pd] (Pd2(dba)3). The solvent is O1CCOCC1 (dioxane). Product: ClC1=C(C(=O)NC2=CC(=NC=C2)NC2=NC=CC(=N2)C)C(=CC=C1)Cl (2,6-dichloro-N-(2-(4-methylpyrimidin-2-ylamino)pyridin-4-yl)benzamide). The yield is 11.8%. Reaction SMILES: Br[C:2]1[CH:7]=[C:6]([NH:8][C:9](=[O:18])[C:10]2[C:15]([Cl:16])=[CH:14][CH:13]=[CH:12][C:11]=2[Cl:17])[CH:5]=[CH:4][N:3]=1.[NH2:19][C:20]1[N:25]=[C:24]([CH3:26])[CH:23]=[CH:22][N:21]=1.CC1(C)C2C(=C(P(C3C=CC=CC=3)C3C=CC=CC=3)C=CC=2)OC2C(P(C3C=CC=CC=3)C3C=CC=CC=3)=CC=CC1=2.C([O-])([O-])=O.[Cs+].[Cs+]>C1C=CC(/C=C/C(/C=C/C2C=CC=CC=2)=O)=CC=1.C1C=CC(/C=C/C(/C=C/C2C=CC=CC=2)=O)=CC=1.C1C=CC(/C=C/C(/C=C/C2C=CC=CC=2)=O)=CC=1.[Pd].[Pd].O1CCOCC1>[Cl:17][C:11]1[CH:12]=[CH:13][CH:14]=[C:15]([Cl:16])[C:10]=1[C:9]([NH:8][C:6]1[CH:5]=[CH:4][N:3]=[C:2]([NH:19][C:20]2[N:25]=[C:24]([CH3:26])[CH:23]=[CH:22][N:21]=2)[CH:7]=1)=[O:18] |f:3.4.5,6.7.8.9.10|. Reported procedure: To a microwave tube were added N-(2-bromopyridin-4-yl)-2,6-dichlorobenzamide (0.15 g, 0.43 mmol), 2-amino-4-methylpyrimidine (0.056 g, 0.52 mmol), Pd2(dba)3 (0.040 g, 0.043 mmol), XantPhos (0.050 g, 0.087 mmol), Cs2CO3 (0.28 g, 0.87 mmol) and dioxane (2 mL). The mixture was degassed with N2 for 10 min. The resulting mixture was irradiated in a microwave reactor at 140° C. for 3 hours and then cooled to room temperature. The mixture was filtered through Celite and concentrated under reduced press... Reactants: BrC(C=1C(=CC=CC1)C)Br (α,α-Dibromo-o-xylene), [S-2].[Na+].[Na+] (sodium sulfide), formula 4. The solvent is C(C)O (ethanol). The product is C1SCC2=C1C=CC=C2 (1,3-dihydrobenzo[c]thiophene). RXN SMILES: Br[CH:2](Br)[C:3]1[C:4]([CH3:9])=[CH:5][CH:6]=[CH:7][CH:8]=1.[S-2:11].[Na+].[Na+]>C(O)C>[CH2:9]1[C:4]2[CH:5]=[CH:6][CH:7]=[CH:8][C:3]=2[CH2:2][S:11]1 |f:1.2.3|. Procedure: The compounds of formula 4 where n is 0, 1 or 2 are prepared by a modification of the procedure of ##STR13## Oliver, et al., in Chem. and Ind., 1024 (1965). α,α-Dibromo-o-xylene is reacted with sodium sulfide in ethanol to form 1,3-dihydrobenzo[c]thiophene. The thiophene compound is oxidized to the corresponding dioxide by means of hydrogen peroxide, m-chloroperzenxoic acid or other suitable oxidants or to the monoxide (Can. J. Chem., 51, 4082 (1973) using sodium metaperoidate. The reactants are O=C(Cl)Oc1ccc([N+](=O)[O-])cc1, CC#N, CN(C)c1ccncc1, O, CCOC(=O)C(C)(C)O. The product is CCOC(=O)C(C)(C)OC(=O)Oc1ccc([N+](=O)[O-])cc1. As a reaction SMILES: [C:10]([O:11][c:12]1[cH:13][cH:14][c:15]([N+:18](=[O:19])[O-:20])[cH:16][cH:17]1)(=[O:21])[Cl:22].[CH3:23][C:24]#[N:25].[CH3:26][N:27]([c:28]1[cH:29][cH:30][n:31][cH:32][cH:33]1)[CH3:34].[OH2:35].[OH:1][C:2]([C:3](=[O:4])[O:5][CH2:6][CH3:7])([CH3:8])[CH3:9]>>[O:1]([C:2]([C:3](=[O:4])[O:5][CH2:6][CH3:7])([CH3:8])[CH3:9])[C:10]([O:11][c:12]1[cH:13][cH:14][c:15]([N+:18](=[O:19])[O-:20])[cH:16][cH:17]1)=[O:21]. Starting materials: CC1=C(N(C2=CC=CC=C12)S(=O)(=O)C1=CC=CC=C1)CCNC(C)C=1N=CN(C1C)C(C1=CC=CC=C1)(C1=CC=CC=C1)C1=CC=CC=C1 (3-methyl-2-[2-[[1-(5-methyl-1-trityl-1H-imidazol-4-yl)ethyl]amino]ethyl]-1-phenylsulfonylindole), [OH-].[K+] (potassium hydroxide), resultant mixture. Solvent: CS(=O)C (dimethylsulfoxide), O (water). Conditions: temperature 70 celsius, time 1 hour. The product is CC1=C(NC2=CC=CC=C12)CCNC(C)C=1N=CN(C1C)C(C1=CC=CC=C1)(C1=CC=CC=C1)C1=CC=CC=C1 (3-methyl-2-[2-[[1-(5-methyl-1-trityl-1H-imidazol-4-yl)ethyl]amino]ethyl]indole). The yield is 79.9%. As a reaction SMILES: [CH3:1][C:2]1[C:10]2[C:5](=[CH:6][CH:7]=[CH:8][CH:9]=2)[N:4](S(C2C=CC=CC=2)(=O)=O)[C:3]=1[CH2:20][CH2:21][NH:22][CH:23]([C:25]1[N:26]=[CH:27][N:28]([C:31]([C:44]2[CH:49]=[CH:48][CH:47]=[CH:46][CH:45]=2)([C:38]2[CH:43]=[CH:42][CH:41]=[CH:40][CH:39]=2)[C:32]2[CH:37]=[CH:36][CH:35]=[CH:34][CH:33]=2)[C:29]=1[CH3:30])[CH3:24].[OH-].[K+]>CS(C)=O.O>[CH3:1][C:2]1[C:10]2[C:5](=[CH:6][CH:7]=[CH:8][CH:9]=2)[NH:4][C:3]=1[CH2:20][CH2:21][NH:22][CH:23]([C:25]1[N:26]=[CH:27][N:28]([C:31]([C:32]2[CH:37]=[CH:36][CH:35]=[CH:34][CH:33]=2)([C:44]2[CH:45]=[CH:46][CH:47]=[CH:48][CH:49]=2)[C:38]2[CH:39]=[CH:40][CH:41]=[CH:42][CH:43]=2)[C:29]=1[CH3:30])[CH3:24] |f:1.2|. Procedure: A mixture of 3-methyl-2-[2-[[1-(5-methyl-1-trityl-1H-imidazol-4-yl)ethyl]amino]ethyl]-1-phenylsulfonylindole (970 mg) and powdered potassium hydroxide (819 mg) in dimethylsulfoxide (10 ml) were stirred at 70° C. for 1 hour. The resultant mixture was diluted with cold water and extracted twice with 30% tetrahydrofuran in ethyl acetate. The extracts were washed with brine, dried over anhydrous magnesium sulfate and evaporated in vacuo. The residue was chromatographed on silica gel (eluted with 5% ...